From a dataset of the Open Reaction Database (ORD), a public repository of structured organic reaction records. describe an organic reaction: reactants, conditions, products, and yield Reactants: O=C([O-])[O-], Cc1cc(F)ccc1[N+](=O)[O-], Ic1cn[nH]c1, [K+], [K+], CN(C)C=O, O. Yields the product Cc1cc(-n2cc(I)cn2)ccc1[N+](=O)[O-]. As a reaction SMILES: [C:18](=[O:19])([O-:20])[O-:21].[F:1][c:2]1[cH:3][cH:4][c:5]([N+:9](=[O:10])[O-:11])[c:6]([CH3:8])[cH:7]1.[I:12][c:13]1[cH:14][n:15][nH:16][cH:17]1.[K+:22].[K+:23].[O:25]=[CH:26][N:27]([CH3:28])[CH3:29].[OH2:24]>>[c:2]1(-[n:16]2[n:15][cH:14][c:13]([I:12])[cH:17]2)[cH:3][cH:4][c:5]([N+:9](=[O:10])[O-:11])[c:6]([CH3:8])[cH:7]1. Starting materials: CCOC(C)=O, COC(=O)Cc1ccc(Oc2ccc3[nH]c(C)nc3c2[N+](=O)[O-])c(Cl)c1, O, O, Cl[Sn](Cl)(Cl)Cl. Product: COC(=O)Cc1ccc(Oc2ccc3[nH]c(C)nc3c2N)c(Cl)c1. Reaction SMILES: [CH3:34][CH2:35][O:36][C:37](=[O:38])[CH3:39].[Cl:1][c:2]1[cH:3][c:4]([CH2:22][C:23](=[O:24])[O:25][CH3:26])[cH:5][cH:6][c:7]1[O:8][c:9]1[c:10]([N+:19]([O-:20])=[O:21])[c:11]2[c:12]([nH:13][c:14]([CH3:16])[n:15]2)[cH:17][cH:18]1.[OH2:27].[OH2:28].[Sn:29]([Cl:30])([Cl:31])([Cl:32])[Cl:33]>>[Cl:1][c:2]1[cH:3][c:4]([CH2:22][C:23](=[O:24])[O:25][CH3:26])[cH:5][cH:6][c:7]1[O:8][c:9]1[c:10]([NH2:19])[c:11]2[c:12]([nH:13][c:14]([CH3:16])[n:15]2)[cH:17][cH:18]1. Starting materials: [Br-], Cc1oc(C(C)(C)C)cc1C=O, [Mg+]C1CCCCC1, C1CCOC1. Product: Cc1oc(C(C)(C)C)cc1C(O)C1CCCCC1. Reaction SMILES: [Br-:18].[C:1]([CH3:2])([CH3:3])([CH3:4])[c:5]1[cH:6][c:7]([CH:11]=[O:12])[c:8]([CH3:10])[o:9]1.[CH:19]1([Mg+:25])[CH2:20][CH2:21][CH2:22][CH2:23][CH2:24]1.[O:13]1[CH2:14][CH2:15][CH2:16][CH2:17]1>>[C:1]([CH3:2])([CH3:3])([CH3:4])[c:5]1[cH:6][c:7]([CH:11]([OH:12])[CH:19]2[CH2:20][CH2:21][CH2:22][CH2:23][CH2:24]2)[c:8]([CH3:10])[o:9]1. As a reaction SMILES: [C:37]([O:38][BH-:39]([O:40][C:41](=[O:42])[CH3:43])[O:44][C:45](=[O:46])[CH3:47])(=[O:48])[CH3:49].[CH2:51]([N:52]([CH:53]([CH3:54])[CH3:55])[CH:56]([CH3:57])[CH3:58])[CH3:59].[CH3:29][C:30]([CH3:31])=[O:32].[CH3:33][C:34](=[O:35])[OH:36].[CH3:64][OH:65].[Cl:1][c:2]1[cH:3][c:4]2[c:5]([cH:27][cH:28]1)-[n:6]1[c:7]([CH:14]3[CH2:15][CH2:16][CH:17]([c:20]4[n:21][cH:22][cH:23][cH:24][c:25]4[F:26])[CH2:18][CH2:19]3)[n:8][n:9][c:10]1[CH2:11][NH:12][CH2:13]2.[Cl:60][CH2:61][CH2:62][Cl:63].[Na+:50]>>[Cl:1][c:2]1[cH:3][c:4]2[c:5]([cH:27][cH:28]1)-[n:6]1[c:7]([CH:14]3[CH2:15][CH2:16][CH:17]([c:20]4[n:21][cH:22][cH:23][cH:24][c:25]4[F:26])[CH2:18][CH2:19]3)[n:8][n:9][c:10]1[CH2:11][N:12]([CH:30]([CH3:29])[CH3:31])[CH2:13]2. Starting materials: CC(=O)O[BH-](OC(C)=O)OC(C)=O, CCN(C(C)C)C(C)C, CC(C)=O, CC(=O)O, CO, Fc1cccnc1C1CCC(c2nnc3n2-c2ccc(Cl)cc2CNC3)CC1, ClCCCl, [Na+]. Product: CC(C)N1Cc2cc(Cl)ccc2-n2c(nnc2C2CCC(c3ncccc3F)CC2)C1. Starting materials: [OH-].[Na+] (NaOH), OC1=C(C(=C(C=C1)O)O)O (1,2,3,4-tetrahydroxybenzene). The reagents and catalysts are [Rh] (Rh/Al2O3). Solvent: O (H2O). Run at time 12 hour. The product is C1(O)=C(O)C(O)=CC=C1 (pyrogallol). Isolated yield 44.4%. Reaction SMILES: [OH-].[Na+].[OH:3][C:4]1[CH:9]=[CH:8][C:7](O)=[C:6]([OH:11])[C:5]=1[OH:12]>O.[Rh]>[C:4]1([CH:9]=[CH:8][CH:7]=[C:6]([OH:11])[C:5]=1[OH:12])[OH:3] |f:0.1|. Procedure details: A solution consisting of 0.4 g of NaOH (10 mmol) dissolved in 10 mL H2O was freeze-thaw degassed three times under Ar. This solution was then added via cannula under Ar to a 250 mL Parr bottle containing 1,2,3,4-tetrahydroxybenzene (1.42 g, 10 mmol) and 5% Rh/Al2O3 (0.25 g), which had been flushed with Ar and then sealed with a septum. The resulting red/brown solution was hydrogenated under 50 psi. H2 using a Parr Hydrogenator. After 12 h, the solution was filtered through Celite® and the cataly...